From a dataset of the Open Reaction Database (ORD), a public repository of structured organic reaction records. describe an organic reaction: reactants, conditions, products, and yield Starting materials: C(#N)C=1C(=NC(=CC1)C)SC(CCN(C(OC(C)(C)C)=O)C)CC (1,1-Dimethylethyl [3-[(3-cyano-6-methyl-2-pyridinyl)thio]pentyl]methylcarbamate), Cl (HCl). Run in O1CCOCC1 (dioxane). Run at time 1 hour. Yields the product Cl.C(C)C(CCNC)SC1=NC(=CC=C1C#N)C (2-[[1-Ethyl-3-(methylamino)propyl]thio]-6-methyl-3-pyridinecarbonitrile hydrochloride). As a reaction SMILES: [C:1]([C:3]1[C:4]([S:10][CH:11]([CH2:23][CH3:24])[CH2:12][CH2:13][N:14](C)[C:15](=O)OC(C)(C)C)=[N:5][C:6]([CH3:9])=[CH:7][CH:8]=1)#[N:2].[ClH:25]>O1CCOCC1>[ClH:25].[CH2:23]([CH:11]([S:10][C:4]1[C:3]([C:1]#[N:2])=[CH:8][CH:7]=[C:6]([CH3:9])[N:5]=1)[CH2:12][CH2:13][NH:14][CH3:15])[CH3:24] |f:3.4|. Reported procedure: 1,1-Dimethylethyl [3-[(3-cyano-6-methyl-2-pyridinyl)thio]pentyl]methylcarbamate (110 mg) was dissolved in 4M HCl in dioxane (10 ml). The resulting solution was stirred at room temperature for 1 h, then the solvent was evaporated off. The residue was recrystallised from diethyl ether/ethanol to give the title compound (90 mg) as a white solid. Reactants: Cl (HCl), C(CCC)C1=NC2=C(N1CC1=CC=C(C=C1)C1=C(C=CC=C1)C#N)C(=CC=C2)C(=O)OC (methyl 2-butyl-1-[(2'-cyanobiphenyl-4-yl)methyl]benzimidazole-7-carboxylate), [N-]=[N+]=[N-].[Na+] (sodium azide), [Cl-].[NH4+] (ammonium chloride). Solvent: CN(C)C=O (DMF), O (water). Run at temperature 115 celsius, time 4 day. Product: C(CCC)C1=NC2=C(N1CC1=CC=C(C=C1)C1=C(C=CC=C1)C1=NN=NN1)C(=CC=C2)C(=O)O (2-Butyl-1-[[2'-(1H-tetrazol-5-yl)biphenyl-4-yl]methyl]benzimidazole-7-carboxylic acid). The yield is 66.4%. As a reaction SMILES: [CH2:1]([C:5]1[N:9]([CH2:10][C:11]2[CH:16]=[CH:15][C:14]([C:17]3[CH:22]=[CH:21][CH:20]=[CH:19][C:18]=3[C:23]#[N:24])=[CH:13][CH:12]=2)[C:8]2[C:25]([C:29]([O:31]C)=[O:30])=[CH:26][CH:27]=[CH:28][C:7]=2[N:6]=1)[CH2:2][CH2:3][CH3:4].[N-:33]=[N+:34]=[N-:35].[Na+].[Cl-].[NH4+].Cl>CN(C=O)C.O>[CH2:1]([C:5]1[N:9]([CH2:10][C:11]2[CH:12]=[CH:13][C:14]([C:17]3[CH:22]=[CH:21][CH:20]=[CH:19][C:18]=3[C:23]3[NH:24][N:35]=[N:34][N:33]=3)=[CH:15][CH:16]=2)[C:8]2[C:25]([C:29]([OH:31])=[O:30])=[CH:26][CH:27]=[CH:28][C:7]=2[N:6]=1)[CH2:2][CH2:3][CH3:4] |f:1.2,3.4|. Reported procedure: A mixture of methyl 2-butyl-1-[(2'-cyanobiphenyl-4-yl)methyl]benzimidazole-7-carboxylate (3.2 g), sodium azide (7.4 g) and ammonium chloride (6.1 g) in DMF (30 ml) was stirred for 4 days at 115° C. To the reaction mixture was added water, which was adjusted to pH 3-4 with 1N-HCl. Resulting crude crystals (1) were purified by column chromatography on silica gel. The crystals thus obtained were recrystallized from ethyl acetate - methanol to afford colorless prisms (2.27 g, 63%), m.p. 168°-169° C. The reactants are 4-nitrophenyloxycarbonyloxyethyl polystyrene, ClC=1C=CC=C2C(=CNC12)C1CCN(CC1)C(=O)OC(C)(C)C (7-chloro-3-(1-tert-butoxycarbonylpiperidin-4-yl)-1H-indole), C(C)(C)N(CC)C(C)C (diisopropylethylamine). Reagents/catalysts: CN(C1=CC=NC=C1)C (4-dimethylaminopyridine). Solvent: CN(C=O)C (dimethyl formamide). Reaction conditions: temperature 90 celsius, time 72 hour. Product: ClC=1C=CC=C2C(=CNC12)C1CCNCC1 (7-chloro-3-(piperidin-4-yl)-1H-indole). The yield is 199.9%. Reaction SMILES: [Cl:1][C:2]1[CH:3]=[CH:4][CH:5]=[C:6]2[C:10]=1[NH:9][CH:8]=[C:7]2[CH:11]1[CH2:16][CH2:15][N:14](C(OC(C)(C)C)=O)[CH2:13][CH2:12]1.C(N(C(C)C)CC)(C)C>CN(C)C1C=CN=CC=1.CN(C)C=O>[Cl:1][C:2]1[CH:3]=[CH:4][CH:5]=[C:6]2[C:10]=1[NH:9][CH:8]=[C:7]2[CH:11]1[CH2:16][CH2:15][NH:14][CH2:13][CH2:12]1. Procedure: A 100 mL round bottom flask was charged with 4-nitrophenyloxycarbonyloxyethyl polystyrene (4.0 g, 4.3 mmol), 7-chloro-3-(1-tert-butoxycarbonylpiperidin-4-yl)-1H-indole (2.7 g, 8.1 mmol), diisopropylethylamine (3.5 mL, 20.2 mmol), 4-dimethylaminopyridine (0.5 g, 4 mmol) and dry dimethyl formamide (50 mL). The mixture was stirred at 90° C. for 72 h. After cooling to room temperature, the resin was filtered off and washed with dry dimethyl formamide (3×25 mL), dry acetonitrile (3×25 mL) and dry dic...